This data is from the Open Reaction Database (ORD), a public repository of structured organic reaction records. The task is: describe an organic reaction: reactants, conditions, products, and yield Reactants: FC1=CC(=C(NC2=C(C3=C(S2)C=CC=C3)C(=O)OCC)C=C1F)[N+](=O)[O-] (ethyl 2-(4,5-difluoro-2-nitroanilino)benzo[b]thiophene-3-carboxylate), [H][H] (hydrogen). Reagents/catalysts: [C].[Pd] (palladium-carbon). Solvent: C(C)(=O)OCC (ethyl acetate). Product: NC1=C(NC2=C(C3=C(S2)C=CC=C3)C(=O)OCC)C=C(C(=C1)F)F (ethyl 2-(2-amino-4,5-difluoroanilino)benzo[b]thiophene-3-carboxylate). As a reaction SMILES: [F:1][C:2]1[C:22]([F:23])=[CH:21][C:5]([NH:6][C:7]2[S:11][C:10]3[CH:12]=[CH:13][CH:14]=[CH:15][C:9]=3[C:8]=2[C:16]([O:18][CH2:19][CH3:20])=[O:17])=[C:4]([N+:24]([O-])=O)[CH:3]=1.[H][H]>[C].[Pd].C(OCC)(=O)C>[NH2:24][C:4]1[CH:3]=[C:2]([F:1])[C:22]([F:23])=[CH:21][C:5]=1[NH:6][C:7]1[S:11][C:10]2[CH:12]=[CH:13][CH:14]=[CH:15][C:9]=2[C:8]=1[C:16]([O:18][CH2:19][CH3:20])=[O:17] |f:2.3|. Procedure: In the same manner as in Starting Material Synthesis Example 19 and using ethyl 2-(4,5-difluoro-2-nitroanilino)benzo[b]thiophene-3-carboxylate, ethyl acetate, 10% palladium-carbon and hydrogen (60 atm kg/cm2), ethyl 2-(2-amino-4,5-difluoroanilino)benzo[b]thiophene-3-carboxylate is obtained. Starting materials: C1=CC=C(C=C1)C2=CC=CC=C2.C1=CC=C(C=C1)OC2=CC=CC=C2 (Dowtherm A), FC1=C(C=CC=C1)C1=C(C(=NC(=C1C(=O)O)C)C)C(=O)O (4-(2-fluorophenyl)-2,6-dimethyl-3,5-pyridinedicarboxylic acid). Run in CCCCCC (n-hexane). Reaction conditions: time 50 minute. Product: CC=1C=C2C(=C(N1)C)C(OC1=C2C=CC=C1)=O (2,4-dimethyl-5H-[1]benzopyrano[3,4-c]pyridin-5-one). The yield is 28.9%. Reaction SMILES: C1C=CC(C2C=CC=CC=2)=CC=1.C1C=CC(OC2C=CC=CC=2)=CC=1.F[C:27]1[CH:32]=[CH:31][CH:30]=[CH:29][C:28]=1[C:33]1[C:38]([C:39]([OH:41])=[O:40])=[C:37]([CH3:42])[N:36]=[C:35]([CH3:43])[C:34]=1C(O)=O>CCCCCC>[CH3:43][C:35]1[CH:34]=[C:33]2[C:28]3[CH:29]=[CH:30][CH:31]=[CH:32][C:27]=3[O:40][C:39](=[O:41])[C:38]2=[C:37]([CH3:42])[N:36]=1 |f:0.1|. Procedure: To 1400 ml of Dowtherm A heated to 240°-245° C. was added over a 10 minute period 113 g of 4-(2-fluorophenyl)-2,6-dimethyl-3,5-pyridinedicarboxylic acid and the reaction mixture was boiled for 50 minutes, cooled and allowed to stand at room temperature overnight. The crystalline solid, a by-product identified below, was filtered off and the filtrate was extracted with 700 ml of 3N hydrochloric acid followed by a second extraction with 300 ml of 3N hydrochloric acid. The combined acidic extracts ... Procedure: The general procedure in example 39 was followed. 5-Iodo-m-xylene (144 μL, 1.0 mmol), 4-mercaptophenol (126 mg, 1.0 mmol), CuI (10 mg, 0.05 mmol), K2CO3 (276 mg, 2.0 mmol), ethylene glycol (111 μL, 2.0 mmol) and 2-propanol (1.0 mL) were used to obtain the 4-(3,5-dimethylphenyl)sulfanylphenol (207 mg, 90% yield) as colorless liquid. Workup procedure: ethyl acetate (approx. 5 mL) and dodecane (227 μL, GC standard) were added to the reaction mixture after the reaction was completed. The organic lay... Yields the product CC=1C=C(C=C(C1)C)SC1=CC=C(C=C1)O (4-(3,5-dimethylphenyl)sulfanylphenol). Reagents/catalysts: [Cu]I (CuI). Yield: 89.9%. Starting materials: IC=1C=C(C=C(C1)C)C (5-Iodo-m-xylene), C(CO)O (ethylene glycol), SC1=CC=C(C=C1)O (4-mercaptophenol), C(=O)([O-])[O-].[K+].[K+] (K2CO3). The solvent is CC(C)O (2-propanol). Reaction SMILES: I[C:2]1[CH:3]=[C:4]([CH3:9])[CH:5]=[C:6]([CH3:8])[CH:7]=1.[SH:10][C:11]1[CH:16]=[CH:15][C:14]([OH:17])=[CH:13][CH:12]=1.C([O-])([O-])=O.[K+].[K+].C(O)CO>[Cu]I.CC(O)C>[CH3:8][C:6]1[CH:7]=[C:2]([S:10][C:11]2[CH:16]=[CH:15][C:14]([OH:17])=[CH:13][CH:12]=2)[CH:3]=[C:4]([CH3:9])[CH:5]=1 |f:2.3.4|. Reactants: C(C(=O)O)(=O)O (oxalic acid), ClC=1C=CC=C2NC=C(CCN)C12 (4-chlorotryptamine), CCOC(=O)C (EtOAc), CCOCC (Et2O). The solvent is CO (MeOH). Yields the product C(C(=O)O)(=O)O.ClC=1C=CC=C2NC=C(CCN)C12 (4-Chlorotryptamine oxalate). As a reaction SMILES: [C:1]([OH:6])(=[O:5])[C:2]([OH:4])=[O:3].[Cl:7][C:8]1[CH:9]=[CH:10][CH:11]=[C:12]2[C:19]=1[C:15]([CH2:16][CH2:17][NH2:18])=[CH:14][NH:13]2.CCOC(C)=O.CCOCC>CO>[C:1]([OH:6])(=[O:5])[C:2]([OH:4])=[O:3].[Cl:7][C:8]1[CH:9]=[CH:10][CH:11]=[C:12]2[C:19]=1[C:15]([CH2:16][CH2:17][NH2:18])=[CH:14][NH:13]2 |f:5.6|. Procedure details: Add dropwise oxalic acid (1.32 g, 1.3 eq.)in MeOH to a solution of 4-chlorotryptamine in EtOAc (2.2 g, 11.3 mmol) with vigorous stirring. When addition was complete, add Et2O to the cloud point and place flask in the freezer to give a solid. Collect the solid by filtration and wash with ether. Dry in a vacuum oven at room temperature to give the title compound as an off-white solid: 1H NMR (300 MHz, d6-DMSO): 3.11 (m, 2H), 3.2 (m, 2H), 7.04 (m, 2H), 7.34 (m, 2H), 11.44 (bs, 1H); MS (ES+): m/z 19... The reactants are CC1(C)CC(c2cccc(N)c2)Nc2ccc(C(F)(F)F)cc21, ClCCl, O=S(=O)(Cl)c1ccc(F)cc1, c1ccncc1. Yields the product CC1(C)CC(c2cccc(NS(=O)(=O)c3ccc(F)cc3)c2)Nc2ccc(C(F)(F)F)cc21. RXN SMILES: [CH3:1][C:2]1([CH3:23])[CH2:3][CH:4]([c:16]2[cH:17][c:18]([NH2:22])[cH:19][cH:20][cH:21]2)[NH:5][c:6]2[cH:7][cH:8][c:9]([C:12]([F:13])([F:14])[F:15])[cH:10][c:11]21.[Cl:41][CH2:42][Cl:43].[F:30][c:31]1[cH:32][cH:33][c:34]([S:37](=[O:38])(=[O:39])[Cl:40])[cH:35][cH:36]1.[cH:24]1[cH:25][cH:26][n:27][cH:28][cH:29]1>>[CH3:1][C:2]1([CH3:23])[CH2:3][CH:4]([c:16]2[cH:17][c:18]([NH:22][S:37]([c:34]3[cH:33][cH:32][c:31]([F:30])[cH:36][cH:35]3)(=[O:38])=[O:39])[cH:19][cH:20][cH:21]2)[NH:5][c:6]2[cH:7][cH:8][c:9]([C:12]([F:13])([F:14])[F:15])[cH:10][c:11]21. Starting materials: C1(=CC=CC=C1)C(N1CCN(CC1)CCCN1C(N(C2=C1C=C(C=C2)C)C(=C)C)=O)C2=CC=CC=C2 (3-{3-[4-(diphenylmethyl)-1-piperazinyl]propyl}-1,3-dihydro-5-methyl-1-(1-methylethenyl)-2H-benzimidazol-2-one), C(C)O (ethanol), Cl (hydrochloric acid). Run in O (water). Reaction conditions: time 30 minute. The product is C1(=CC=CC=C1)C(N1CCN(CC1)CCCN1C(NC2=C1C=C(C=C2)C)=O)C2=CC=CC=C2 (1-{3-[4-(diphenylmethyl)-1-piperazinyl]propyl}-1,3-dihydro-6-methyl-2H-benzimidazol-2-one). RXN SMILES: [C:1]1([CH:7]([C:31]2[CH:36]=[CH:35][CH:34]=[CH:33][CH:32]=2)[N:8]2[CH2:13][CH2:12][N:11]([CH2:14][CH2:15][CH2:16][N:17]3[C:21]4[CH:22]=[C:23]([CH3:26])[CH:24]=[CH:25][C:20]=4[N:19](C(C)=C)[C:18]3=[O:30])[CH2:10][CH2:9]2)[CH:6]=[CH:5][CH:4]=[CH:3][CH:2]=1.C(O)C.Cl>O>[C:31]1([CH:7]([C:1]2[CH:2]=[CH:3][CH:4]=[CH:5][CH:6]=2)[N:8]2[CH2:13][CH2:12][N:11]([CH2:14][CH2:15][CH2:16][N:17]3[C:21]4[CH:22]=[C:23]([CH3:26])[CH:24]=[CH:25][C:20]=4[NH:19][C:18]3=[O:30])[CH2:10][CH2:9]2)[CH:32]=[CH:33][CH:34]=[CH:35][CH:36]=1. Procedure details: To a stirred solution of 9.6 parts of 3-{3-[4-(diphenylmethyl)-1-piperazinyl]propyl}-1,3-dihydro-5-methyl-1-(1-methylethenyl)-2H-benzimidazol-2-one in 80 parts of ethanol are added 24 parts of a concentrated hydrochloric acid solution and 50 parts of water (exothermic reaction: temperature rises to 50° C.). Stirring is continued for 30 minutes at room temperature. The reaction mixture is evaporated and the residue is triturated in 2-propanone. The hydrochloride salt is filtered off and the free ... Starting materials: FCC1(OC2=C(C(=C1)C(N)=S)C=C(C=C2)[N+](=O)[O-])CF (2,2-bisfluoromethyl-6-nitro-2H-1-benzopyran-4-carbothioamide), COC(CBr)OC (bromoacetoaldehyde dimethylacetal), [OH-].[K+] (potassium hydroxide), C1=CC=CC=C1 (benzene). Solvent: O (Water). The product is FCC1(OC2=C(C(=C1)C=1SC=CN1)C=C(C=C2)[N+](=O)[O-])CF (2-(2,2-bisfluoromethyl-6-nitro-2H-1-benzopyran-4-yl)thiazol). Reaction SMILES: [F:1][CH2:2][C:3]1([CH2:19][F:20])[CH:8]=[C:7]([C:9](=[S:11])[NH2:10])[C:6]2[CH:12]=[C:13]([N+:16]([O-:18])=[O:17])[CH:14]=[CH:15][C:5]=2[O:4]1.CO[CH:23](OC)[CH2:24]Br.[OH-].[K+].C1C=CC=CC=1>O>[F:20][CH2:19][C:3]1([CH2:2][F:1])[CH:8]=[C:7]([C:9]2[S:11][CH:23]=[CH:24][N:10]=2)[C:6]2[CH:12]=[C:13]([N+:16]([O-:18])=[O:17])[CH:14]=[CH:15][C:5]=2[O:4]1 |f:2.3|. Procedure: A mixture of 600 mg of 2,2-bisfluoromethyl-6-nitro-2H-1-benzopyran-4-carbothioamide, 1.2 ml of bromoacetoaldehyde dimethylacetal, 11 mg of potassium hydroxide and 3 ml of benzene was refluxed with heating for 1 hour. Water was added thereto and the mixture was extracted with methylene chloride. The organic layer was washed with water and dried. The solvent was distilled off and the resultant residue was purified using silica gel column chromatography (developing solution, hexane:ethyl acetate=2:... Reactants: ClCC(=O)NC1=C(C=C(C=C1)F)NC1=CC=CC=C1 (2-Chloro-N-(4-fluoro-2-phenylaminophenyl)acetamide). Solvent: CC(=O)O (AcOH). Run at temperature 70 celsius. The product is ClCC1=NC2=C(N1C1=CC=CC=C1)C=C(C=C2)F (2-Chloromethyl-6-fluoro-1-phenyl-1H-benzoimidazole). As a reaction SMILES: [Cl:1][CH2:2][C:3]([NH:5][C:6]1[CH:11]=[CH:10][C:9]([F:12])=[CH:8][C:7]=1[NH:13][C:14]1[CH:19]=[CH:18][CH:17]=[CH:16][CH:15]=1)=O>CC(O)=O>[Cl:1][CH2:2][C:3]1[N:13]([C:14]2[CH:19]=[CH:18][CH:17]=[CH:16][CH:15]=2)[C:7]2[CH:8]=[C:9]([F:12])[CH:10]=[CH:11][C:6]=2[N:5]=1. Procedure: 2-Chloro-N-(4-fluoro-2-phenylaminophenyl)acetamide (740 mg, 2.62 mmol) was dissolved in AcOH (20 mL) and the mixture heated at 70° C. under a nitrogen atmosphere for 5 h. The volatiles were removed in vacuo and the resulting residue partitioned between DCM and a saturated aqueous solution of NaHCO3. The aqueous phase was extracted with DCM (×3). The combined organic fractions were washed with water, dried (Na2SO4) and concentrated in vacuo. The resulting residue was purified by column chromatogr...